From a dataset of the Open Reaction Database (ORD), a public repository of structured organic reaction records. describe an organic reaction: reactants, conditions, products, and yield Reactants: COC1=CC=C(C=C1)P1(SP(S1)(C1=CC=C(C=C1)OC)=S)=S (2,4-Bis(4-methoxyphenyl)-1,3-dithia-2,4-diphosphetane-2,4-disulphide), ClC=1C(=C2N=C(C(=NC2=CC1Cl)OC)OC)NC(COC)=O (6,7-dichloro-2,3-dimethoxy-5-methoxyacetamidoquinoxaline). The solvent is O1CCCC1 (tetrahydrofuran). Conditions: time 18 hour. The product is ClC=1C(=C2N=C(C(=NC2=CC1Cl)OC)OC)NC(COC)=S (6,7-dichloro-2,3-dimethoxy-5-methoxythioacetamidoquinoxaline). Isolated yield 166.7%. As a reaction SMILES: COC1C=CC(P2(=S)SP(=S)(C3C=CC(OC)=CC=3)[S:10]2)=CC=1.[Cl:23][C:24]1[C:25]([NH:39][C:40](=O)[CH2:41][O:42][CH3:43])=[C:26]2[C:31](=[CH:32][C:33]=1[Cl:34])[N:30]=[C:29]([O:35][CH3:36])[C:28]([O:37][CH3:38])=[N:27]2>O1CCCC1>[Cl:23][C:24]1[C:25]([NH:39][C:40](=[S:10])[CH2:41][O:42][CH3:43])=[C:26]2[C:31](=[CH:32][C:33]=1[Cl:34])[N:30]=[C:29]([O:35][CH3:36])[C:28]([O:37][CH3:38])=[N:27]2. Procedure details: 2,4-Bis(4-methoxyphenyl)-1,3-dithia-2,4-diphosphetane-2,4-disulphide (Lawesson's reagent) (19.5 g, 48.2 mmol) was added to a solution of 6,7-dichloro-2,3-dimethoxy-5-methoxyacetamidoquinoxaline (27 g, 78 mmol) in tetrahydrofuran (480 mL) and the mixture was stirred for 18 hours at room temperature, then evaporated under reduced pressure. The residue was purified by flash chromatography on silica gel, by gradient elution using hexane:dichloromethane (1:1 changing to 1:4, by volume) as the eluent ...